Dataset: the Open Reaction Database (ORD), a public repository of structured organic reaction records. Task: describe an organic reaction: reactants, conditions, products, and yield The reactants are O=C([O-])[O-], Cc1nc(-c2cnc(Br)cn2)sc1C(=O)NCc1ccccc1, COC, [Na+], [Na+], O, OB(O)C=CCc1ccccc1. Yields the product Cc1nc(-c2cnc(C=CCc3ccccc3)cn2)sc1C(=O)NCc1ccccc1. As a reaction SMILES: [C:24](=[O:25])([O-:26])[O-:27].[CH2:1]([c:2]1[cH:3][cH:4][cH:5][cH:6][cH:7]1)[NH:8][C:9](=[O:10])[c:11]1[c:12]([CH3:23])[n:13][c:14](-[c:16]2[n:17][cH:18][c:19]([Br:22])[n:20][cH:21]2)[s:15]1.[CH3:43][O:44][CH3:45].[Na+:28].[Na+:29].[OH2:42].[c:30]1([CH2:36][CH:37]=[CH:38][B:39]([OH:40])[OH:41])[cH:31][cH:32][cH:33][cH:34][cH:35]1>>[CH2:1]([c:2]1[cH:3][cH:4][cH:5][cH:6][cH:7]1)[NH:8][C:9](=[O:10])[c:11]1[c:12]([CH3:23])[n:13][c:14](-[c:16]2[n:17][cH:18][c:19]([CH:38]=[CH:37][CH2:36][c:30]3[cH:31][cH:32][cH:33][cH:34][cH:35]3)[n:20][cH:21]2)[s:15]1.